From a dataset of the Open Reaction Database (ORD), a public repository of structured organic reaction records. describe an organic reaction: reactants, conditions, products, and yield Starting materials: O=C(NCC(F)(F)F)C1(CCCCBr)c2ccccc2Oc2ccccc21, CC(C)(C)OC(=O)N1CCN(c2ccc3c(c2)C(=O)N(CC2CCCCO2)CC3)CC1. The product is O=C1c2cc(N3CCN(CCCCC4(C(=O)NCC(F)(F)F)c5ccccc5Oc5ccccc54)CC3)ccc2CCN1CC1CCCCO1. Reaction SMILES: [F:32][C:33]([CH2:34][NH:35][C:36](=[O:37])[C:38]1([CH2:52][CH2:53][CH2:54][CH2:55][Br:56])[c:39]2[cH:40][cH:41][cH:42][cH:43][c:44]2[O:45][c:46]2[cH:47][cH:48][cH:49][cH:50][c:51]21)([F:57])[F:58].[O:1]1[CH:2]([CH2:7][N:8]2[C:9](=[O:31])[c:10]3[cH:11][c:12]([N:18]4[CH2:19][CH2:20][N:21]([C:24]([O:25][C:26]([CH3:27])([CH3:28])[CH3:29])=[O:30])[CH2:22][CH2:23]4)[cH:13][cH:14][c:15]3[CH2:16][CH2:17]2)[CH2:3][CH2:4][CH2:5][CH2:6]1>>[O:1]1[CH:2]([CH2:7][N:8]2[C:9](=[O:31])[c:10]3[cH:11][c:12]([N:18]4[CH2:19][CH2:20][N:21]([CH2:55][CH2:54][CH2:53][CH2:52][C:38]5([C:36]([NH:35][CH2:34][C:33]([F:32])([F:57])[F:58])=[O:37])[c:39]6[cH:40][cH:41][cH:42][cH:43][c:44]6[O:45][c:46]6[cH:47][cH:48][cH:49][cH:50][c:51]65)[CH2:22][CH2:23]4)[cH:13][cH:14][c:15]3[CH2:16][CH2:17]2)[CH2:3][CH2:4][CH2:5][CH2:6]1. Reactants: Cl (HCl), C(C1=CC=CC=C1)OC=1C=C2C=C(N(C2=CC1)CCCC(=O)OCC)C(=O)OCC (ethyl 5-(benzyloxy)-1-(4-ethoxy-4-oxobutyl)-1H-indole-2-carboxylate), solution, CC(C)(C)[O-].[K+] (KOtBu). The solvent is C1CCOC1 (THF), C1CCOC1 (THF). Run at time 2 hour. The product is C(C1=CC=CC=C1)OC=1C=C2C=C3N(C2=CC1)CCC(=C3O)C(=O)OCC (Ethyl 2-(Benzyloxy)-9-hydroxy-6,7-dihydropyrido[1,2-a]indole-8-carboxylate). Isolated yield 95.8%. As a reaction SMILES: [CH2:1]([O:8][C:9]1[CH:10]=[C:11]2[C:15](=[CH:16][CH:17]=1)[N:14]([CH2:18][CH2:19][CH2:20][C:21]([O:23][CH2:24][CH3:25])=[O:22])[C:13]([C:26](OCC)=[O:27])=[CH:12]2)[C:2]1[CH:7]=[CH:6][CH:5]=[CH:4][CH:3]=1.CC([O-])(C)C.[K+].Cl>C1COCC1>[CH2:1]([O:8][C:9]1[CH:10]=[C:11]2[C:15](=[CH:16][CH:17]=1)[N:14]1[CH2:18][CH2:19][C:20]([C:21]([O:23][CH2:24][CH3:25])=[O:22])=[C:26]([OH:27])[C:13]1=[CH:12]2)[C:2]1[CH:7]=[CH:6][CH:5]=[CH:4][CH:3]=1 |f:1.2|. Reported procedure: To a solution of ethyl 5-(benzyloxy)-1-(4-ethoxy-4-oxobutyl)-1H-indole-2-carboxylate (1 g, 2.442 mmol) in THF was added a 1 M solution of KOtBu in THF (3.17 mL, 3.17 mmol) at 0° C. The reaction mixture was stirred at that temperature for 2 h, poured into 1 N HCl aqueous solution, extracted with ethyl acetate. The combined organics were washed with water, dried over Na2SO4, and concentrated to give the title compound (850 mg) without further purification. LCMS m/z=364.3 [M+H]+. Starting materials: C(C)N1C(N(C2=NC=C(C=C21)F)C2=CC=C(C=C2)O)=O (1-ethyl-6-fluoro-3-(4-hydroxyphenyl)-1,3-dihydro-2H-imidazo[4,5-b]pyridin-2-one), [H-].[Na+] (sodium hydride), O (water), ClC1=NC2=C(N1C)C=CC=C2 (2-chloro-1-methyl-1H-benzimidazole). The solvent is CN(C)C=O (DMF). Run at time 30 minute. The product is C(C)N1C(N(C2=NC=C(C=C21)F)C2=CC=C(C=C2)OC2=NC1=C(N2C)C=CC=C1)=O (1-ethyl-6-fluoro-3-{4-[(1-methyl-1H-benzimidazol-2-yl)oxy]phenyl}-1,3-dihydro-2H-imidazo[4,5-b]pyridin-2-one). The yield is 70.4%. RXN SMILES: [CH2:1]([N:3]1[C:11]2[C:6](=[N:7][CH:8]=[C:9]([F:12])[CH:10]=2)[N:5]([C:13]2[CH:18]=[CH:17][C:16]([OH:19])=[CH:15][CH:14]=2)[C:4]1=[O:20])[CH3:2].[H-].[Na+].Cl[C:24]1[N:28]([CH3:29])[C:27]2[CH:30]=[CH:31][CH:32]=[CH:33][C:26]=2[N:25]=1.O>CN(C=O)C>[CH2:1]([N:3]1[C:11]2[C:6](=[N:7][CH:8]=[C:9]([F:12])[CH:10]=2)[N:5]([C:13]2[CH:18]=[CH:17][C:16]([O:19][C:24]3[N:28]([CH3:29])[C:27]4[CH:30]=[CH:31][CH:32]=[CH:33][C:26]=4[N:25]=3)=[CH:15][CH:14]=2)[C:4]1=[O:20])[CH3:2] |f:1.2|. Procedure details: To a stirred solution of 1-ethyl-6-fluoro-3-(4-hydroxyphenyl)-1,3-dihydro-2H-imidazo[4,5-b]pyridin-2-one (100 mg) in DMF (4 mL) was added 60% sodium hydride (13.2 mg) at room temperature. The mixture was stirred at room temperature for 30 min, and then 2-chloro-1-methyl-1H-benzimidazole (67.1 mg) was added. The mixture was exposed to microwave irradiation at 180° C. for 30 min, treated with water, and extracted with AcOEt. The organic layer was dried over MgSO4 and concentrated in vacuo. The res...